describe an organic reaction: reactants, conditions, products, and yield From a dataset of the Open Reaction Database (ORD), a public repository of structured organic reaction records. Reactants: C(C)(C)(C)OC(=O)N1C(=CC2=CC=CC=C12)C=1C(N(C=C(C1)C(NC=1C=NNC1)=O)COCC[Si](C)(C)C)=O (2-[2-Oxo-5-(1H-pyrazol-4-ylcarbamoyl)-1-(2-trimethylsilanyl-ethoxymethyl)-1,2-dihydro-pyridin-3-yl]-indole-1-carboxylic acid tert-butyl ester), C(C)(C)(C)OC(=O)N1C(=CC2=CC=CC=C12)C=1C(N(C=C(C1)C(NC=1C=NNC1)=O)COCC[Si](C)(C)C)=O (2-[2-oxo-5-(1H-pyrazol-4-ylcarbamoyl)-1-(2-trimethylsilanyl-ethoxymethyl)-1,2-dihydro-pyridin-3-yl]-indole-1-carboxylic acid tert-butyl ester), C(=O)([O-])[O-].[Cs+].[Cs+] (Cs2CO3), CC1=C(CBr)C=CC=C1 (2-methylbenzyl bromide). Run in CN(C=O)C (N,N-dimethylformamide). The product is C(C)(C)(C)OC(=O)N1C(=CC2=CC=CC=C12)C=1C(N(C=C(C1)C(NC=1C=NN(C1)CC1=C(C=CC=C1)C)=O)COCC[Si](C)(C)C)=O (2-[5-[1-(2-Methyl-benzyl)-1H-pyrazol-4-ylcarbamoyl]-2-oxo-1-(2-trimethylsilanyl-ethoxymethyl)-1,2-dihydro-pyridin-3-yl]-indole-1-carboxylic acid tert-butyl ester). As a reaction SMILES: [C:1]([O:5][C:6]([N:8]1[C:16]2[C:11](=[CH:12][CH:13]=[CH:14][CH:15]=2)[CH:10]=[C:9]1[C:17]1[C:18](=[O:39])[N:19]([CH2:31][O:32][CH2:33][CH2:34][Si:35]([CH3:38])([CH3:37])[CH3:36])[CH:20]=[C:21]([C:23](=[O:30])[NH:24][C:25]2[CH:26]=[N:27][NH:28][CH:29]=2)[CH:22]=1)=[O:7])([CH3:4])([CH3:3])[CH3:2].C([O-])([O-])=O.[Cs+].[Cs+].[CH3:46][C:47]1[CH:54]=[CH:53][CH:52]=[CH:51][C:48]=1[CH2:49]Br>CN(C)C=O>[C:1]([O:5][C:6]([N:8]1[C:16]2[C:11](=[CH:12][CH:13]=[CH:14][CH:15]=2)[CH:10]=[C:9]1[C:17]1[C:18](=[O:39])[N:19]([CH2:31][O:32][CH2:33][CH2:34][Si:35]([CH3:36])([CH3:37])[CH3:38])[CH:20]=[C:21]([C:23](=[O:30])[NH:24][C:25]2[CH:29]=[N:28][N:27]([CH2:46][C:47]3[CH:54]=[CH:53][CH:52]=[CH:51][C:48]=3[CH3:49])[CH:26]=2)[CH:22]=1)=[O:7])([CH3:4])([CH3:3])[CH3:2] |f:1.2.3|. Procedure: Intermediate (2d), 2-[2-oxo-5-(1H-pyrazol-4-ylcarbamoyl)-1-(2-trimethylsilanyl-ethoxymethyl)-1,2-dihydro-pyridin-3-yl]-indole-1-carboxylic acid tert-butyl ester (50 mg, 0.091 mmol), Cs2CO3 (45 mg, 0.136 mmol) and 2-methylbenzyl bromide (21 mg, 15 ul, 0.11 mmol) were stirred in N,N-dimethylformamide (5 mL) at ambient temperature for 48 hours. The inorganics were separated via filtration and the filtrate was concentrated in vacuo. The resultant crude product was purified by flash chromatography on... Product: N1(CCOCC1)C=1N=C2N(C(C1)=O)CC[C@H](N2C(CC2=CC=CC=C2)=O)C(F)(F)F ((8S)-2-(morpholin-4-yl)-9-(phenylacetyl)-8-(trifluoromethyl)-6,7,8,9-tetrahydro-4 H-pyrimido[1,2-a]pyrimidin-4-one). Reactants: N1(CCOCC1)C=1N=C2N(C(C1)=O)CC[C@H](N2)C(F)(F)F ((8S)-2-morpholin-4-yl-8-trifluoromethyl-6,7,8,9-tetrahydropyrimido[1,2-a]pyrimidin-4-one), C(Cl)Cl.CO (CH2Cl2 MeOH), [H-].[Na+] (sodium hydride), C1(=CC=CC=C1)CC(=O)Cl (phenylacetyl chloride). Yield: 2.9%. As a reaction SMILES: [N:1]1([C:7]2[N:8]=[C:9]3[NH:17][C@H:16]([C:18]([F:21])([F:20])[F:19])[CH2:15][CH2:14][N:10]3[C:11](=[O:13])[CH:12]=2)[CH2:6][CH2:5][O:4][CH2:3][CH2:2]1.[H-].[Na+].[C:24]1([CH2:30][C:31](Cl)=[O:32])[CH:29]=[CH:28][CH:27]=[CH:26][CH:25]=1.C(Cl)Cl.CO>O1CCCC1.C(Cl)Cl.CCOC(C)=O>[N:1]1([C:7]2[N:8]=[C:9]3[N:17]([C:31](=[O:32])[CH2:30][C:24]4[CH:29]=[CH:28][CH:27]=[CH:26][CH:25]=4)[C@H:16]([C:18]([F:20])([F:21])[F:19])[CH2:15][CH2:14][N:10]3[C:11](=[O:13])[CH:12]=2)[CH2:6][CH2:5][O:4][CH2:3][CH2:2]1 |f:1.2,4.5,7.8|. Run in C(Cl)Cl.CCOC(=O)C (CH2Cl2 EtOAc), O1CCCC1 (tetrahydrofuran). Procedure details: The product is prepared according to the procedure described in Example 18, using 300 mg of (8S)-2-morpholin-4-yl-8-trifluoromethyl-6,7,8,9-tetrahydropyrimido[1,2-a]pyrimidin-4-one (Example 1e), 47 mg of sodium hydride and 152 mg of phenylacetyl chloride in 4 ml of tetrahydrofuran. After two successive purifications by silica chromatography (eluent: CH2Cl2/MeOH; gradient of 100/0 to 98/02 then CH2Cl2/EtOAc 95/05), 12 mg of (8S)-2-(morpholin-4-yl)-9-(phenylacetyl)-8-(trifluoromethyl)-6,7,8,9-tetr... Reactants: C(O)([O-])=O.[Na+] (sodium hydrogen carbonate), CN1C(=NC=C1)C=O (1-methyl-2-imidazole carboxaldehyde), C(#N)[BH3-].[Na+] (sodium cyanoborohydride), C(CC)N(CCCCN1C(C2=CC=C(C=C2C1)CNCC=1NC=CN1)=O)CCC (2-(4-dipropylamino-butyl)-5-{[(1H-imidazol-2-ylmethyl)-amino]-methyl}-2,3-dihydro-isoindol-1-one). Solvent: CO (methanol), C(C)(=O)O (acetic acid). Run at time 6 hour. The product is C(CC)N(CCCCN1C(C2=CC=C(C=C2C1)CN(CC=1N(C=CN1)C)CC=1NC=CN1)=O)CCC (2-(4-dipropylamino-butyl)-5-{[(1H-imidazol-2-ylmethyl)-(1-methyl-1H-imidazol-2-ylmethyl)-amino]-methyl}-2,3-dihydro-isoindol-1-one). The yield is 95.6%. Reaction SMILES: [CH2:1]([N:4]([CH2:27][CH2:28][CH3:29])[CH2:5][CH2:6][CH2:7][CH2:8][N:9]1[CH2:17][C:16]2[C:11](=[CH:12][CH:13]=[C:14]([CH2:18][NH:19][CH2:20][C:21]3[NH:22][CH:23]=[CH:24][N:25]=3)[CH:15]=2)[C:10]1=[O:26])[CH2:2][CH3:3].[CH3:30][N:31]1[CH:35]=[CH:34][N:33]=[C:32]1[CH:36]=O.C([BH3-])#N.[Na+].C(=O)([O-])O.[Na+]>CO.C(O)(=O)C>[CH2:27]([N:4]([CH2:1][CH2:2][CH3:3])[CH2:5][CH2:6][CH2:7][CH2:8][N:9]1[CH2:17][C:16]2[C:11](=[CH:12][CH:13]=[C:14]([CH2:18][N:19]([CH2:20][C:21]3[NH:22][CH:23]=[CH:24][N:25]=3)[CH2:36][C:32]3[N:31]([CH3:30])[CH:35]=[CH:34][N:33]=3)[CH:15]=2)[C:10]1=[O:26])[CH2:28][CH3:29] |f:2.3,4.5|. Reported procedure: The compound (20.3 mg) obtained in Example 7-7 was dissolved in methanol (2.0 ml). The solution was added with 1-methyl-2-imidazole carboxaldehyde (6.8 mg) and sodium cyanoborohydride (6.4 mg). The solution was adjusted to pH 4 by addition of acetic acid, followed by stirring at room temperature for 6 hours. Then, the solution was added with a saturated aqueous sodium hydrogen carbonate solution to stop the reaction and then subjected to extraction with chloroform. After that, the organic layer ... The reactants are CC(=O)[O-], CCO, O=C1c2cc(Cl)c(Cl)cc2CN2C(=O)CCC12, Cl, NO, [Na+], O, O, O, O. Yields the product O=C1c2cc(Cl)c(Cl)cc2CN2C(=NO)CCC12. RXN SMILES: [C:24]([O-:25])(=[O:26])[CH3:27].[CH3:29][CH2:30][OH:31].[Cl:1][c:2]1[c:3]([Cl:17])[cH:4][c:5]2[c:10]([cH:11]1)[CH2:9][N:8]1[CH:7]([C:6]2=[O:16])[CH2:14][CH2:13][C:12]1=[O:15].[ClH:18].[NH2:19][OH:20].[Na+:28].[OH2:21].[OH2:22].[OH2:23].[OH2:32]>>[Cl:1][c:2]1[c:3]([Cl:17])[cH:4][c:5]2[c:10]([cH:11]1)[CH2:9][N:8]1[CH:7]([C:6]2=[O:16])[CH2:14][CH2:13][C:12]1=[N:19][OH:20]. Starting materials: C(CCC)[Li] (n-butyl lithium), C(C1=CC=CC=C1)OC=1C=C(C=C(C1Br)OC)C=1OC(=CN1)C (2-(3-(benzyloxy)-4-bromo-5-methoxyphenyl)-5-methyloxazole), B(OC)(OC)OC (trimethyl borate). The solvent is C1CCOC1 (THF). Product: C(C1=CC=CC=C1)OC1=C(C(=CC(=C1)C=1OC(=CN1)C)OC)B(O)O ((2-(benzyloxy)-6-methoxy-4-(5-methyloxazol-2-yl)phenyl)boronic acid). Yield: 35.3%. RXN SMILES: [CH2:1]([O:8][C:9]1[CH:10]=[C:11]([C:18]2[O:19][C:20]([CH3:23])=[CH:21][N:22]=2)[CH:12]=[C:13]([O:16][CH3:17])[C:14]=1Br)[C:2]1[CH:7]=[CH:6][CH:5]=[CH:4][CH:3]=1.C([Li])CCC.[B:29](OC)([O:32]C)[O:30]C>C1COCC1>[CH2:1]([O:8][C:9]1[CH:10]=[C:11]([C:18]2[O:19][C:20]([CH3:23])=[CH:21][N:22]=2)[CH:12]=[C:13]([O:16][CH3:17])[C:14]=1[B:29]([OH:32])[OH:30])[C:2]1[CH:7]=[CH:6][CH:5]=[CH:4][CH:3]=1. Reported procedure: To a stirred solution of 2-(3-(benzyloxy)-4-bromo-5-methoxyphenyl)-5-methyloxazole (197 mg, 0.526 mmol) in THF (1.3 mL) cooled to −78° C. was added n-butyl lithium (2.5 M in hexanes, 232 uL, 0.579 mmol). The solution was stirred for 15 minutes after which time trimethyl borate (235 uL, 2.11 mmol) was added and the solution was allowed to slowly warm to room temperature overnight. The reaction was quenched by addition of 0.1 M HCl and was diluted with ethyl acetate, washed with water, brine, drie...